From a dataset of the Open Reaction Database (ORD), a public repository of structured organic reaction records. describe an organic reaction: reactants, conditions, products, and yield Starting materials: [N+](=O)(O)[O-] (nitric acid), ClC=1C(=[N+](C=C(C1)C)[O-])C (3-chloro-2,5-dimethylpyridine 1-oxide), ice water, C([O-])([O-])=O.[NH4+].[NH4+] (ammonium carbonate). Solvent: S(O)(O)(=O)=O (sulfuric acid), S(O)(O)(=O)=O (sulfuric acid). Reaction conditions: time 30 minute. Product: ClC=1C(=[N+](C=C(C1[N+](=O)[O-])C)[O-])C (3-Chloro-2,5-dimethyl-4-nitropyridine 1-oxide). Isolated yield 72.0%. RXN SMILES: [Cl:1][C:2]1[C:3]([CH3:10])=[N+:4]([O-:9])[CH:5]=[C:6]([CH3:8])[CH:7]=1.[N+:11]([O-])([OH:13])=[O:12].C(=O)([O-])[O-].[NH4+].[NH4+]>S(=O)(=O)(O)O>[Cl:1][C:2]1[C:3]([CH3:10])=[N+:4]([O-:9])[CH:5]=[C:6]([CH3:8])[C:7]=1[N+:11]([O-:13])=[O:12] |f:2.3.4|. Procedure details: The above 3-chloro-2,5-dimethylpyridine 1-oxide (1.20 g) was dissolved in concentrated sulfuric acid (6 mL), and a mixture of fuming nitric acid (9.5 mL) and fuming sulfuric acid (5.5 mL) was added dropwise over 25 minutes. After stirring in that state for 30 minutes, the mixture was stirred at 90° C. for two hours. The reaction solution was left to cool, and then introduced into ice water and neutralized with ammonium carbonate with stirring at room temperature. The insoluble matter was separat... Starting materials: C1COCCO1, C=CS(=O)(=O)N1CCN(c2nc(N3CCOCC3)nc(-n3c(C(F)F)nc4c(OC)cccc43)n2)CC1, OCCN1CCNCC1. Product: COc1cccc2c1nc(C(F)F)n2-c1nc(N2CCOCC2)nc(N2CCN(S(=O)(=O)CCN3CCN(CCO)CC3)CC2)n1. RXN SMILES: [CH2:47]1[O:48][CH2:49][CH2:50][O:51][CH2:52]1.[F:1][CH:2]([c:3]1[n:4][c:5]2[c:6]([n:7]1-[c:8]1[n:9][c:10]([N:20]3[CH2:21][CH2:22][N:23]([S:26](=[O:27])(=[O:28])[CH:29]=[CH2:30])[CH2:24][CH2:25]3)[n:11][c:12]([N:14]3[CH2:15][CH2:16][O:17][CH2:18][CH2:19]3)[n:13]1)[cH:31][cH:32][cH:33][c:34]2[O:35][CH3:36])[F:37].[OH:38][CH2:39][CH2:40][N:41]1[CH2:42][CH2:43][NH:44][CH2:45][CH2:46]1>>[F:1][CH:2]([c:3]1[n:4][c:5]2[c:6]([n:7]1-[c:8]1[n:9][c:10]([N:20]3[CH2:21][CH2:22][N:23]([S:26](=[O:27])(=[O:28])[CH2:29][CH2:30][N:44]4[CH2:43][CH2:42][N:41]([CH2:40][CH2:39][OH:38])[CH2:46][CH2:45]4)[CH2:24][CH2:25]3)[n:11][c:12]([N:14]3[CH2:15][CH2:16][O:17][CH2:18][CH2:19]3)[n:13]1)[cH:31][cH:32][cH:33][c:34]2[O:35][CH3:36])[F:37].